From a dataset of the Open Reaction Database (ORD), a public repository of structured organic reaction records. describe an organic reaction: reactants, conditions, products, and yield Reactants: O=C(O)c1ccc(Br)cc1F, c1cc(N2CCNCC2)ncc1C1CC1. Product: O=C(c1ccc(Br)cc1F)N1CCN(c2ccc(C3CC3)cn2)CC1. Reaction SMILES: [Br:1][c:2]1[cH:3][c:4]([F:11])[c:5]([C:6](=[O:7])[OH:8])[cH:9][cH:10]1.[CH:12]1([c:15]2[cH:16][cH:17][c:18]([N:21]3[CH2:22][CH2:23][NH:24][CH2:25][CH2:26]3)[n:19][cH:20]2)[CH2:13][CH2:14]1>>[Br:1][c:2]1[cH:3][c:4]([F:11])[c:5]([C:6](=[O:8])[N:24]2[CH2:23][CH2:22][N:21]([c:18]3[cH:17][cH:16][c:15]([CH:12]4[CH2:13][CH2:14]4)[cH:20][n:19]3)[CH2:26][CH2:25]2)[cH:9][cH:10]1. Starting materials: NC=1C(=CC=C2C=CC=NC12)C(CC)=O (1-(8-amino-quinolin-7-yl)-propan-1-one), CNS(=O)(=O)Cl (N-Methylsulfamoyl chloride), [BH4-].[Na+] (NaBH4). Yields the product C(C)C1N(S(NC=2C3=NC=CC=C3C=CC12)(=O)=O)C (1-Ethyl-2-methyl-1,4-dihydro-2H-3-thia-2,4,5-triaza-phenanthrene 3,3-dioxide). The yield is 9.0%. Reaction SMILES: [NH2:1][C:2]1[C:3]([C:12](=O)[CH2:13][CH3:14])=[CH:4][CH:5]=[C:6]2[C:11]=1[N:10]=[CH:9][CH:8]=[CH:7]2.[CH3:16][NH:17][S:18](Cl)(=[O:20])=[O:19].[BH4-].[Na+]>>[CH2:13]([CH:12]1[C:3]2[CH:4]=[CH:5][C:6]3[C:11](=[N:10][CH:9]=[CH:8][CH:7]=3)[C:2]=2[NH:1][S:18](=[O:20])(=[O:19])[N:17]1[CH3:16])[CH3:14] |f:2.3|. Procedure: In a similar fashion using route 27 general procedure 71, 1-(8-amino-quinolin-7-yl)-propan-1-one 410 (300 mg, 1.6 mmol), N-methylsulfamyl chloride 213 (1 g, 7.7 mmol) and NaBH4 (20 mg, 0.54 mmol) gave the title compound (40 mg, 10%) after purification by column chromatography with DCM/MeOH (99:1) as the eluent.